From a dataset of the Open Reaction Database (ORD), a public repository of structured organic reaction records. describe an organic reaction: reactants, conditions, products, and yield The reactants are arylzinc bromide, arylzinc bromide, COC(C1=CC(=C(C=C1)OS(=O)(=O)C(F)(F)F)Cl)=O (3-chloro-4-trifluoromethanesulfonyloxy-benzoic acid methyl ester), COC1=NC=C(C=C1)Br (2-methoxy-5-bromopyridine), C(CCC)[Li] (n-butyllithium). The reagents and catalysts are [Cl-].[Zn+2].[Cl-] (zinc chloride), C(C1=CC=CC=C1)=CC(=O)C=CC1=CC=CC=C1.C(C1=CC=CC=C1)=CC(=O)C=CC1=CC=CC=C1.[Pd] (palladium bis(dibenzylideneacetone)), C1(=CC=CC=C1)P([C-]1C=CC=C1)C1=CC=CC=C1.[C-]1(C=CC=C1)P(C1=CC=CC=C1)C1=CC=CC=C1.[Fe+2] (1,1′-bis(diphenylphosphino)ferrocene). Solvent: CCOCC (ether), C1CCOC1 (THF), C1CCOC1 (THF), C1CCOC1 (THF). Run at temperature 0 celsius, time 15 minute. Yields the product COC(C1=CC(=C(C=C1)C=1C=NC(=CC1)OC)Cl)=O (3-chloro-4-(6-methoxy-pyridin-3-yl)-benzoic acid methyl ester). Yield: 30.8%. Reaction SMILES: [CH3:1][O:2][C:3]1[CH:8]=[CH:7][C:6](Br)=[CH:5][N:4]=1.C([Li])CCC.[CH3:15][O:16][C:17](=[O:33])[C:18]1[CH:23]=[CH:22][C:21](OS(C(F)(F)F)(=O)=O)=[C:20]([Cl:32])[CH:19]=1>C1COCC1.CCOCC.[Cl-].[Zn+2].[Cl-].C(=CC(C=CC1C=CC=CC=1)=O)C1C=CC=CC=1.C(=CC(C=CC1C=CC=CC=1)=O)C1C=CC=CC=1.[Pd].C1(P(C2C=CC=CC=2)[C-]2C=CC=C2)C=CC=CC=1.[C-]1(P(C2C=CC=CC=2)C2C=CC=CC=2)C=CC=C1.[Fe+2]>[CH3:15][O:16][C:17](=[O:33])[C:18]1[CH:23]=[CH:22][C:21]([C:6]2[CH:5]=[N:4][C:3]([O:2][CH3:1])=[CH:8][CH:7]=2)=[C:20]([Cl:32])[CH:19]=1 |f:5.6.7,8.9.10,11.12.13|. Procedure: To a cooled solution (−78° C.) of 2-methoxy-5-bromopyridine (1.13 g, 6 mmol, reference example 41a) in THF (12 mL) is added over 10 min (2.5M)n-butyllithium (2.4 mL, 6 mmol) and the resulting solution stirred for 15 min. To this solution is added dropwise (0.5M)zinc chloride (12 mL, 6 mmol) and the temperature of this arylzinc bromide allowed to warm to 0° C. with stirring. To a cooled solution (0° C.), in a separate flask, of palladium bis(dibenzylideneacetone) (288 mg, 0.5 mmol) and 1,1′-bis(d... Reactants: [K+], NN, [OH-], O, CCCc1ccc2oc(C(=O)c3ccc(OC)cc3)c(C)c2c1O, O=C(O)CC(O)(CC(=O)O)C(=O)O, OCCO. Product: CCCc1ccc2oc(Cc3ccc(OC)cc3)c(C)c2c1O. RXN SMILES: [K+:26].[NH2:27][NH2:28].[OH-:25].[OH2:42].[OH:1][c:2]1[c:3]([CH2:22][CH2:23][CH3:24])[cH:4][cH:5][c:6]2[c:7]1[c:8]([CH3:21])[c:9]([C:11]([c:12]1[cH:13][cH:14][c:15]([O:18][CH3:19])[cH:16][cH:17]1)=[O:20])[o:10]2.[OH:29][C:30]([CH2:31][C:32]([C:33](=[O:34])[OH:35])([CH2:36][C:37](=[O:38])[OH:39])[OH:40])=[O:41].[OH:43][CH2:44][CH2:45][OH:46]>>[OH:1][c:2]1[c:3]([CH2:22][CH2:23][CH3:24])[cH:4][cH:5][c:6]2[c:7]1[c:8]([CH3:21])[c:9]([CH2:11][c:12]1[cH:13][cH:14][c:15]([O:18][CH3:19])[cH:16][cH:17]1)[o:10]2. Reactants: N(N)C1=C2C(=NC=N1)N(N=C2)C (4-hydrazino-1-methylpyrazolo[3,4-d]pyrimidine), C1=CN(C=N1)C(=S)N2C=CN=C2 (1,1-thiocarbonyldiimidazole), CN(C=O)C (dimethylformamide). Yields the product CN1N=CC=2C=3N(C=NC21)C(=NN3)SC (7-Methyl-3-methylthio-7H-pyrazolo[4,3-e][1,2,4]triazolo[4,3-c]-pyrimidine). As a reaction SMILES: [NH:1]([C:3]1[N:8]=[CH:7][N:6]=[C:5]2[N:9]([CH3:12])[N:10]=[CH:11][C:4]=12)[NH2:2].C1N=CN([C:18](N2C=NC=C2)=[S:19])C=1.[CH3:25]N(C)C=O>>[CH3:12][N:9]1[C:5]2[N:6]=[CH:7][N:8]3[C:25]([S:19][CH3:18])=[N:2][N:1]=[C:3]3[C:4]=2[CH:11]=[N:10]1. Reported procedure: 3.08 g. of 4-hydrazino-1-methylpyrazolo[3,4-d]pyrimidine and 3.56 g. of 1,1-thiocarbonyldiimidazole in 100 ml. of dimethylformamide are stirred at 5° over a period of 16 hours. The 7-methyl-3-mercapto-7H-pyrazolo[4,3-e][1,2,4]-triazolo[4,3-c]pyrimidine which has been formed is filtered under suction, washed with water and recrystallized from a little dimethylformamide as yellowish crystals, m.p. 252°-254°. Starting materials: C(CCCCCC)N1C2=CC=CC=C2C=2C=CC=CC12 (N-heptylcarbazole), CN(C)C=O (DMF), O=P(Cl)(Cl)Cl (POCl3), O=P(Cl)(Cl)Cl (POCl3), O=P(Cl)(Cl)Cl (POCl3), C(C)(=O)[O-].[Na+] (sodium acetate). Run in O (water). Reaction conditions: time 3 hour. Product: C(CCCCCC)N1C2=CC=C(C=C2C=2C=C(C=CC12)C=O)C=O (N-heptyl-3,6-diformyl-carbazole). Isolated yield 51.0%. Reaction SMILES: CN([CH:4]=[O:5])C.O=P(Cl)(Cl)Cl.[CH2:11]([N:18]1[C:30]2[CH:29]=[CH:28][CH:27]=[CH:26][C:25]=2[C:24]2[C:19]1=[CH:20][CH:21]=[CH:22][CH:23]=2)[CH2:12][CH2:13][CH2:14][CH2:15][CH2:16][CH3:17].[C:31]([O-])(=[O:33])C.[Na+]>O>[CH2:11]([N:18]1[C:30]2[CH:29]=[CH:28][C:27]([CH:31]=[O:33])=[CH:26][C:25]=2[C:24]2[C:19]1=[CH:20][CH:21]=[C:22]([CH:4]=[O:5])[CH:23]=2)[CH2:12][CH2:13][CH2:14][CH2:15][CH2:16][CH3:17] |f:3.4|. Procedure: A 271 ml quantity of DMF (3.5 mol) was added to a 1-liter, 3-neck round bottom flask equipped with mechanical stirrer, thermometer, and addition funnel. The contents were cooled in a salt/ice bath. When the temperature inside the flask reaches 0° C., 326 ml of POCl3 (3.5 mol) was slowly added. During the addition of POCl3, the temperature inside the flask was not allowed to rise above 5° C. After the addition of POCl3 was completed, the reaction mixture was allowed to warm to room temperature. A... Reactants: C(=O)([O-])[O-].[Na+].[Na+] (Na2CO3), CS(=O)(=O)N1CCN(CC1)C1CCN(CC1)C(=O)OC(C)(C)C (1,1-dimethylethyl 4-[4-(methylsulfonyl)-1-piperazinyl]-1-piperidinecarboxylate), Cl (HCl), [BH-](OC(=O)C)(OC(=O)C)OC(=O)C.[Na+] (NaBH(OAc)3), C(C)(=O)O (acetic acid), O=C1CCN(CC1)C(=O)OC(C)(C)C (1,1-dimethylethyl 4-oxo-1-piperidinecarboxylate), Cl.CS(=O)(=O)N1CCNCC1 (1-(methylsulfonyl)piperazine hydrochloride), TEA. The solvent is CO (MeOH), CO (MeOH), ClCCCl (DCE). Reaction conditions: time 1 hour. Yields the product Cl.Cl.CS(=O)(=O)N1CCN(CC1)C1CCNCC1 (1-(methylsulfonyl)-4-(4-piperidinyl)piperazine dihydrochloride). Reaction SMILES: [ClH:1].CS(N1CCNCC1)(=O)=O.C(O)(=O)C.O=C1CCN(C(OC(C)(C)C)=O)CC1.[BH-](OC(C)=O)(OC(C)=O)OC(C)=O.[Na+].C([O-])([O-])=O.[Na+].[Na+].[CH3:50][S:51]([N:54]1[CH2:59][CH2:58][N:57]([CH:60]2[CH2:65][CH2:64][N:63](C(OC(C)(C)C)=O)[CH2:62][CH2:61]2)[CH2:56][CH2:55]1)(=[O:53])=[O:52].Cl>ClCCCl.CO>[ClH:1].[ClH:1].[CH3:50][S:51]([N:54]1[CH2:55][CH2:56][N:57]([CH:60]2[CH2:65][CH2:64][NH:63][CH2:62][CH2:61]2)[CH2:58][CH2:59]1)(=[O:52])=[O:53] |f:0.1,4.5,6.7.8,13.14.15|. Procedure: To 1-(methylsulfonyl)piperazine hydrochloride (150 g, 632 mmol) in DCE (3.5 L) was added TEA (192 g, 1.90 mol). The mixture was stirred at rt for 1 h and then acetic acid (94.8 g, 1.58 mol) and 1,1-dimethylethyl 4-oxo-1-piperidinecarboxylate (251 g, 1.26 mol) was added. After stirring another h, the reaction was cooled with an ice water bath and NaBH(OAc)3 (294 g, 1.39 mol) was added in four portions. The mixture was stirred overnight at rt. The reaction mixture was neutralized with saturated Na... Starting materials: C(Cl)C1CO1 (epichlorohydrin), B(F)(F)F.CCOCC (boron trifluoride etherate), C(C)(C)NC(C(=O)C=1SC(=CC1)OC)=O (N-isopropyl-5-methoxy-2-thiopheneglyoxylamide). The solvent is CCOCC (ether), CCOCC (ether). Run at time 56 hour. Yields the product C(C)(C)NCC(O)C=1SC(=CC1)OC (α-(Isopropylaminomethyl)-5-methoxy-2-thiophenemethanol). RXN SMILES: B(F)(F)F.CCOCC.C(C1OC1)Cl.[CH:15]([NH:18][C:19](=O)[C:20]([C:22]1[S:23][C:24]([O:27][CH3:28])=[CH:25][CH:26]=1)=[O:21])([CH3:17])[CH3:16]>CCOCC>[CH:15]([NH:18][CH2:19][CH:20]([C:22]1[S:23][C:24]([O:27][CH3:28])=[CH:25][CH:26]=1)[OH:21])([CH3:17])[CH3:16] |f:0.1|. Reported procedure: To freshly distilled boron trifluoride etherate (61.0 mmoles) dissolved in 30 ml anhydrous ether, distilled epichlorohydrin (4.19 g, 46.0 mmoles) is added at such a rate to cause the solution to reflux. After addition, the solution is heated at reflux for 1.5 hr with vigorous stirring. The reaction mixture is cooled and most of the ether is removed with a pipette and the solid residue is dried with a stream of dry nitrogen. Anhydrous methylene chloride (50 ml) and the N-isopropyl-5-methoxy-2-thi... Reactants: C, CO, COCCCCNc1cccc(F)c1[N+](=O)[O-], [Pd]. Product: COCCCCNc1cccc(F)c1N. As a reaction SMILES: [C:20].[CH3:18][OH:19].[F:1][c:2]1[c:3]([N+:15]([O-:16])=[O:17])[c:4]([NH:5][CH2:6][CH2:7][CH2:8][CH2:9][O:10][CH3:11])[cH:12][cH:13][cH:14]1.[Pd:21]>>[F:1][c:2]1[c:3]([NH2:15])[c:4]([NH:5][CH2:6][CH2:7][CH2:8][CH2:9][O:10][CH3:11])[cH:12][cH:13][cH:14]1.